This data is from the Open Reaction Database (ORD), a public repository of structured organic reaction records. The task is: describe an organic reaction: reactants, conditions, products, and yield The reactants are C=CCOC(=O)c1cccc(COc2ccc3c(=O)c(-c4ccc([N+](=O)[O-])cc4)coc3c2)c1, [Na+], [Na+], C1CCOC1, O, O=S([O-])S(=O)[O-]. Yields the product C=CCOC(=O)c1cccc(COc2ccc3c(=O)c(-c4ccc(N)cc4)coc3c2)c1. As a reaction SMILES: [CH2:1]([CH:2]=[CH2:3])[O:4][C:5]([c:6]1[cH:7][c:8]([CH2:12][O:13][c:14]2[cH:15][cH:16][c:17]3[c:18](=[O:33])[c:19](-[c:24]4[cH:25][cH:26][c:27]([N+:30]([O-:31])=[O:32])[cH:28][cH:29]4)[cH:20][o:21][c:22]3[cH:23]2)[cH:9][cH:10][cH:11]1)=[O:34].[Na+:41].[Na+:42].[O:43]1[CH2:44][CH2:45][CH2:46][CH2:47]1.[OH2:48].[S:35]([S:36]([O-:37])=[O:38])([O-:39])=[O:40]>>[CH2:1]([CH:2]=[CH2:3])[O:4][C:5]([c:6]1[cH:7][c:8]([CH2:12][O:13][c:14]2[cH:15][cH:16][c:17]3[c:18](=[O:33])[c:19](-[c:24]4[cH:25][cH:26][c:27]([NH2:30])[cH:28][cH:29]4)[cH:20][o:21][c:22]3[cH:23]2)[cH:9][cH:10][cH:11]1)=[O:34].